This data is from the Open Reaction Database (ORD), a public repository of structured organic reaction records. The task is: describe an organic reaction: reactants, conditions, products, and yield Reactants: CC1(COB(OC1)C1=CC=C(C=C1)CCCC(=O)O)C (4-[4-(5,5-Dimethyl-[1,3,2]dioxaborinan-2-yl)-phenyl]-butyric acid), BrC1=CC(=C(C=C1)CCCC(=O)NC1=CC(=C(C=C1)S(=O)(=O)CC)C#N)C (4-(4-Bromo-2-methylphenyl)-N-(3-cyano-4-(ethylsulfonyl)phenyl)butanamide), CC1(COB(OC1)B1OCC(CO1)(C)C)C (5,5,5′,5′-Tetramethyl-[2,2′]bi[[1,3,2]dioxaborinanyl]). Product: C(#N)C=1C=C(C=CC1S(=O)(=O)CC)NC(CCCC1=C(C=C(C=C1)B1OCC(CO1)(C)C)C)=O (N-(3-Cyano-4-(ethylsulfonyl)phenyl)-4-(4-(5,5-dimethyl-1,3,2-dioxaborinan-2-yl)-2-methylphenyl)butanamide). Isolated yield 88.0%. Reaction SMILES: [CH3:1][C:2]1([CH3:20])[CH2:7][O:6][B:5](C2C=CC(CCCC(O)=O)=CC=2)[O:4][CH2:3]1.Br[C:22]1[CH:27]=[CH:26][C:25]([CH2:28][CH2:29][CH2:30][C:31]([NH:33][C:34]2[CH:39]=[CH:38][C:37]([S:40]([CH2:43][CH3:44])(=[O:42])=[O:41])=[C:36]([C:45]#[N:46])[CH:35]=2)=[O:32])=[C:24]([CH3:47])[CH:23]=1.CC1(C)COB(B2OCC(C)(C)CO2)OC1>>[C:45]([C:36]1[CH:35]=[C:34]([NH:33][C:31](=[O:32])[CH2:30][CH2:29][CH2:28][C:25]2[CH:26]=[CH:27][C:22]([B:5]3[O:6][CH2:7][C:2]([CH3:20])([CH3:1])[CH2:3][O:4]3)=[CH:23][C:24]=2[CH3:47])[CH:39]=[CH:38][C:37]=1[S:40]([CH2:43][CH3:44])(=[O:42])=[O:41])#[N:46]. Procedure: Using a procedure analogous to that used to prepare 2A, 8B (448 mg, 1.00 mmol) was reacted with 5,5,5′,5′-Tetramethyl-[2,2′]bi[[1,3,2]dioxaborinanyl] to afford 8C (425 mg, 88%) as an off-white solid. MS (ESI) m/z 413.1 (M−H)− for free boronic acid. Starting materials: CC#N, N#Cc1cccc2c(C=O)c[nH]c12, CC(C)(C)OC(=O)C=P(c1ccccc1)(c1ccccc1)c1ccccc1. Product: CC(C)(C)OC(=O)C=Cc1c[nH]c2c(C#N)cccc12. As a reaction SMILES: [CH3:41][C:42]#[N:43].[CH:28](=[O:29])[c:30]1[cH:31][nH:32][c:33]2[c:34]([C:39]#[N:40])[cH:35][cH:36][cH:37][c:38]12.[c:1]1([P:2]([c:3]2[cH:4][cH:5][cH:6][cH:7][cH:8]2)([c:9]2[cH:10][cH:11][cH:12][cH:13][cH:14]2)=[CH:20][C:21](=[O:22])[O:23][C:24]([CH3:25])([CH3:26])[CH3:27])[cH:15][cH:16][cH:17][cH:18][cH:19]1>>[CH:20]([C:21](=[O:22])[O:23][C:24]([CH3:25])([CH3:26])[CH3:27])=[CH:28][c:30]1[cH:31][nH:32][c:33]2[c:34]([C:39]#[N:40])[cH:35][cH:36][cH:37][c:38]12. Starting materials: BrC=1C=C2C(=CC=NC2=NC1C)O (6-bromo-7-methyl-1,8-naphthyridin-4-ol), P(=O)(Cl)(Cl)Cl (phosphorus oxychloride). Run at temperature 95 celsius, time 1 hour. The product is BrC=1C(=NC2=NC=CC(=C2C1)Cl)C (3-bromo-5-chloro-2-methyl-1,8-naphthyridine). As a reaction SMILES: [Br:1][C:2]1[CH:3]=[C:4]2[C:9](=[N:10][C:11]=1[CH3:12])[N:8]=[CH:7][CH:6]=[C:5]2O.P(Cl)(Cl)([Cl:16])=O>>[Br:1][C:2]1[C:11]([CH3:12])=[N:10][C:9]2[C:4]([CH:3]=1)=[C:5]([Cl:16])[CH:6]=[CH:7][N:8]=2. Reported procedure: In a similar manner to Example B1, a mixture of 6-bromo-7-methyl-1,8-naphthyridin-4-ol (3.7 g) and phosphorus oxychloride (25 ml) was stirred at 95° C. for 1 hour to give 3-bromo-5-chloro-2-methyl-1,8-naphthyridine, m.p. 160°-164° C. Reactants: Cc1cc(C)c(CNC(=O)c2cc(Br)cc(N(C)C3CCCC3)c2C)c(=O)[nH]1, O=C([O-])[O-], C1COCCO1, ClCCl, [Na+], [Na+], OB(O)c1ccc(CN2CCOCC2)cc1. The product is Cc1cc(C)c(CNC(=O)c2cc(-c3ccc(CN4CCOCC4)cc3)cc(N(C)C3CCCC3)c2C)c(=O)[nH]1. Reaction SMILES: [Br:1][c:2]1[cH:3][c:4]([N:22]([CH3:23])[CH:24]2[CH2:25][CH2:26][CH2:27][CH2:28]2)[c:5]([CH3:21])[c:6]([C:7](=[O:8])[NH:9][CH2:10][c:11]2[c:12](=[O:19])[nH:13][c:14]([CH3:18])[cH:15][c:16]2[CH3:17])[cH:20]1.[C:45](=[O:46])([O-:47])[O-:48].[CH2:54]1[O:55][CH2:56][CH2:57][O:58][CH2:59]1.[Cl:51][CH2:52][Cl:53].[Na+:49].[Na+:50].[O:29]1[CH2:30][CH2:31][N:32]([CH2:35][c:36]2[cH:37][cH:38][c:39]([B:42]([OH:43])[OH:44])[cH:40][cH:41]2)[CH2:33][CH2:34]1>>[c:2]1(-[c:39]2[cH:38][cH:37][c:36]([CH2:35][N:32]3[CH2:31][CH2:30][O:29][CH2:34][CH2:33]3)[cH:41][cH:40]2)[cH:3][c:4]([N:22]([CH3:23])[CH:24]2[CH2:25][CH2:26][CH2:27][CH2:28]2)[c:5]([CH3:21])[c:6]([C:7](=[O:8])[NH:9][CH2:10][c:11]2[c:12](=[O:19])[nH:13][c:14]([CH3:18])[cH:15][c:16]2[CH3:17])[cH:20]1. The reactants are CC(C)OC(=O)/N=N/C(=O)OC(C)C (Diisopropylazodicarboxylate), OC[C@H]1CN(C(O1)=O)C1=CC=CC=C1 (5(R)-hydroxymethyl-3-phenyloxazolidin-2-one), C1(=CC=CC=C1)P(C1=CC=CC=C1)C1=CC=CC=C1 (triphenyl phosphine), OC1=NSN=C1 (3-hydroxy-1,2,5-thiadiazole). The solvent is C1CCOC1 (THF). Conditions: time 2 hour. Product: S1N=C(C=N1)OC[C@H]1CN(C(O1)=O)C1=CC=CC=C1 (5(R)-(1,2,5-Thiadiazol-3-yloxymethyl)-3-phenyloxazolidin-2-one). Reaction SMILES: CC(OC(/N=N/C(OC(C)C)=O)=O)C.[OH:15][CH2:16][C@@H:17]1[O:21][C:20](=[O:22])[N:19]([C:23]2[CH:28]=[CH:27][CH:26]=[CH:25][CH:24]=2)[CH2:18]1.C1(P(C2C=CC=CC=2)C2C=CC=CC=2)C=CC=CC=1.O[C:49]1[CH:53]=[N:52][S:51][N:50]=1>C1COCC1>[S:51]1[N:52]=[CH:53][C:49]([O:15][CH2:16][C@@H:17]2[O:21][C:20](=[O:22])[N:19]([C:23]3[CH:24]=[CH:25][CH:26]=[CH:27][CH:28]=3)[CH2:18]2)=[N:50]1. Procedure details: Diisopropylazodicarboxylate (4.45 g, 22 mmol) was added dropwise to a stirred solution of 5(R)-hydroxymethyl-3-phenyloxazolidin-2-one (Gregory et al. J. Med, Chem, 32, 1673 (1989); 4.25 g,22 mmol), triphenyl phosphine (5.76 g, 22 mmol) and 3-hydroxy-1,2,5-thiadiazole (Weinstock et al, J.Org. Chem, 32, 2823 (1967)) (2.04 g, 20 mmol) in 30 ml THF, in an ice-bath. After stirring at ambient temperature for two hours and evaporating in vacuo, the resulting oil was purified by chromatography (Merck 93... Starting materials: CCOC(=O)CBr, CN(C)C=O, c1c[nH]cn1. Product: CCOC(=O)Cn1ccnc1. RXN SMILES: [Br:6][CH2:7][C:8](=[O:9])[O:10][CH2:11][CH3:12].[CH3:13][N:14]([CH3:15])[CH:16]=[O:17].[nH:1]1[cH:2][n:3][cH:4][cH:5]1>>[n:1]1([CH2:7][C:8](=[O:9])[O:10][CH2:11][CH3:12])[cH:2][n:3][cH:4][cH:5]1. Starting materials: Cc1nc(C(=O)N2CCCCC2Cc2nc3cc(F)c(F)cc3[nH]2)c(-c2ccc(F)cc2)s1, [H-], CCCI, [Na+], CN(C)C=O. Product: CCCn1c(CC2CCCCN2C(=O)c2nc(C)sc2-c2ccc(F)cc2)nc2cc(F)c(F)cc21. As a reaction SMILES: [F:1][c:2]1[cH:3][c:4]2[c:5]([nH:6][c:7]([CH2:9][CH:10]3[N:11]([C:16](=[O:17])[c:18]4[n:19][c:20]([CH3:30])[s:21][c:22]4-[c:23]4[cH:24][cH:25][c:26]([F:29])[cH:27][cH:28]4)[CH2:12][CH2:13][CH2:14][CH2:15]3)[n:8]2)[cH:31][c:32]1[F:33].[H-:34].[I:36][CH2:37][CH2:38][CH3:39].[Na+:35].[O:40]=[CH:41][N:42]([CH3:43])[CH3:44]>>[F:1][c:2]1[cH:3][c:4]2[c:5]([n:6]([CH2:37][CH2:38][CH3:39])[c:7]([CH2:9][CH:10]3[N:11]([C:16](=[O:17])[c:18]4[n:19][c:20]([CH3:30])[s:21][c:22]4-[c:23]4[cH:24][cH:25][c:26]([F:29])[cH:27][cH:28]4)[CH2:12][CH2:13][CH2:14][CH2:15]3)[n:8]2)[cH:31][c:32]1[F:33]. The reactants are Cc1ccnc(C#N)c1, [Li]CCCC, CCCCCC, [Cl-], Cc1csc(Cl)n1, [NH4+], C1CCOC1. Yields the product Cc1ccnc(C(=O)c2sc(Cl)nc2C)c1. RXN SMILES: [C:13](#[N:14])[c:15]1[n:16][cH:17][cH:18][c:19]([CH3:21])[cH:20]1.[CH2:8]([Li:9])[CH2:10][CH2:11][CH3:12].[CH3:29][CH2:30][CH2:31][CH2:32][CH2:33][CH3:34].[Cl-:22].[Cl:1][c:2]1[s:3][cH:4][c:5]([CH3:7])[n:6]1.[NH4+:23].[O:24]1[CH2:25][CH2:26][CH2:27][CH2:28]1>>[Cl:1][c:2]1[s:3][c:4]([C:13]([c:15]2[n:16][cH:17][cH:18][c:19]([CH3:21])[cH:20]2)=[O:24])[c:5]([CH3:7])[n:6]1. Reactants: ClC1=C(C=C(O)C=C1)O (4-Chlororesorcinol), CN(C)C=O (DMF), COC=1C=C(C=CC1)CC(=O)O (3-methoxyphenylacetic acid), P(Cl)(Cl)(Cl)(Cl)Cl (PCl5). Yields the product ClC=1C=C2C(C(=COC2=CC1O)C1=CC(=CC=C1)OC)=O (6-Chloro-7-hydroxy-3-(3-methoxy-phenyl)-chromen-4-one). Reaction SMILES: [Cl:1][C:2]1[CH:8]=[CH:7][C:5]([OH:6])=[CH:4][C:3]=1[OH:9].[CH3:10][O:11][C:12]1[CH:13]=[C:14]([CH2:18][C:19]([OH:21])=O)[CH:15]=[CH:16][CH:17]=1.P(Cl)(Cl)(Cl)(Cl)Cl.[CH3:28]N(C=O)C>>[Cl:1][C:2]1[CH:8]=[C:7]2[C:5](=[CH:4][C:3]=1[OH:9])[O:6][CH:28]=[C:18]([C:14]1[CH:15]=[CH:16][CH:17]=[C:12]([O:11][CH3:10])[CH:13]=1)[C:19]2=[O:21]. Reported procedure: This compounds was synthesised in the same manner as described above. 4-Chlororesorcinol (1.74 g, 12 mmol), 3-methoxyphenylacetic acid (2.0 g, 12 mmol), BF3Et2O (5 ml), PCl5 (3.75 g, 18 mmol), DMF (15 ml and 10 ml). 6-Chloro-7-hydroxy-3-(3-methoxy-phenyl)-chromen-4-one precipitated out as a white solid (1.6 g, 44%). Starting materials: [N+](=[N-])=C (diazomethane), BrCC(=O)C(C(=O)NC1[C@@H]2N(C(=CCS2)C(=O)OCC2=CC=C(C=C2)[N+](=O)[O-])C1=O)=NO (4-nitrobenzyl 7-[2-(2-bromoacetyl)-2-hydroxyiminoacetamido]-3-cephem-4-carboxylate). Solvent: C(C)OCC (diethyl ether), O1CCCC1 (tetrahydrofuran). Yields the product BrCC(=O)C(C(=O)NC1[C@@H]2N(C(=CCS2)C(=O)OCC2=CC=C(C=C2)[N+](=O)[O-])C1=O)=NOC (4-nitrobenzyl 7-[2-(2-bromoacetyl)-2-methoxyiminoacetamido]-3-cephem-4-carboxylate). Reaction SMILES: [N+](=[CH2:3])=[N-].[Br:4][CH2:5][C:6]([C:8](=[N:34][OH:35])[C:9]([NH:11][CH:12]1[C:32](=[O:33])[N:14]2[C:15]([C:19]([O:21][CH2:22][C:23]3[CH:28]=[CH:27][C:26]([N+:29]([O-:31])=[O:30])=[CH:25][CH:24]=3)=[O:20])=[CH:16][CH2:17][S:18][C@H:13]12)=[O:10])=[O:7]>C(OCC)C.O1CCCC1>[Br:4][CH2:5][C:6]([C:8](=[N:34][O:35][CH3:3])[C:9]([NH:11][CH:12]1[C:32](=[O:33])[N:14]2[C:15]([C:19]([O:21][CH2:22][C:23]3[CH:28]=[CH:27][C:26]([N+:29]([O-:31])=[O:30])=[CH:25][CH:24]=3)=[O:20])=[CH:16][CH2:17][S:18][C@H:13]12)=[O:10])=[O:7]. Procedure details: A solution of diazomethane in diethyl ether was added little by little to a solution of 4-nitrobenzyl 7-[2-(2-bromoacetyl)-2-hydroxyiminoacetamido]-3-cephem-4-carboxylate (0.9 g.) in tetrahydrofuran (30 ml.) under ice-cooling until the reaction terminated, and then acetic acid was added to the resultant solution to decompose excess diazomethane. The resultant solution was concentrated under reduced pressure to give the foamy product of 4-nitrobenzyl 7-[2-(2-bromoacetyl)-2-methoxyiminoacetamido]-...